From a dataset of the Open Reaction Database (ORD), a public repository of structured organic reaction records. describe an organic reaction: reactants, conditions, products, and yield Reactants: [F-].[K+] (potassium fluoride), NC1=C(C(=NC(=C1F)Cl)C(=O)OC)C=C (methyl 4-amino-6-chloro-5-fluoro-3-vinylpicolinate), CC1(OB(OC1(C)C)C1=CC=C(C=O)C=C1)C (4-(4,4,5,5-tetramethyl-1,3,2-dioxaborolan-2-yl)benzaldehyde), C(C)#N (acetonitrile). Reagents/catalysts: Cl[Pd]([P](C1=CC=CC=C1)(C2=CC=CC=C2)C3=CC=CC=C3)([P](C4=CC=CC=C4)(C5=CC=CC=C5)C6=CC=CC=C6)Cl (bis(triphenylphosphine)palladium(II) chloride). Run in C(Cl)Cl (CH2Cl2), O (water), O (water). Conditions: time 20 minute. The product is NC1=C(C(=NC(=C1F)C1=CC=C(C=C1)C=O)C(=O)OC)C=C (methyl 4-amino-5-fluoro-6-(4-formylphenyl)-3-vinylpicolinate). Isolated yield 97.5%. Reaction SMILES: [F-].[K+].[NH2:3][C:4]1[C:9]([F:10])=[C:8](Cl)[N:7]=[C:6]([C:12]([O:14][CH3:15])=[O:13])[C:5]=1[CH:16]=[CH2:17].CC1(C)C(C)(C)OB([C:26]2[CH:33]=[CH:32][C:29]([CH:30]=[O:31])=[CH:28][CH:27]=2)O1.C(#N)C>C(Cl)Cl.O.Cl[Pd](Cl)([P](C1C=CC=CC=1)(C1C=CC=CC=1)C1C=CC=CC=1)[P](C1C=CC=CC=1)(C1C=CC=CC=1)C1C=CC=CC=1>[NH2:3][C:4]1[C:9]([F:10])=[C:8]([C:26]2[CH:33]=[CH:32][C:29]([CH:30]=[O:31])=[CH:28][CH:27]=2)[N:7]=[C:6]([C:12]([O:14][CH3:15])=[O:13])[C:5]=1[CH:16]=[CH2:17] |f:0.1,^1:44,63|. Reported procedure: To a 5-mL microwave safe vial was added potassium fluoride (0.378 g, 6.50 mmol), methyl 4-amino-6-chloro-5-fluoro-3-vinylpicolinate (0.5 g, 2.168 mmol), bis(triphenylphosphine)palladium(II) chloride (0.152 g, 0.217 mmol) and 4-(4,4,5,5-tetramethyl-1,3,2-dioxaborolan-2-yl)benzaldehyde (0.528 g, 2.276 mmol). A mixture of water (1 mL) and acetonitrile (2 mL) was added and the reaction was capped and placed in a Biotage Initiator™ microwave reactor for 20 min at 115° C., with external IR-sensor temp... Starting materials: [N+](=O)([O-])C1=C(N)C=C(C=C1)OC1=CC=CC=C1 (2-nitro-5-phenoxyaniline), [OH-].[K+] (potassium hydroxide), Cl[O-].[Na+] (sodium hypochlorite). The product is O(C1=CC=CC=C1)C1=CC=2C(=[N+](ON2)[O-])C=C1 (5-phenoxybenzo-2,1,3-oxadiazole N-oxide). RXN SMILES: [N+:1]([C:4]1[CH:10]=[CH:9][C:8]([O:11][C:12]2[CH:17]=[CH:16][CH:15]=[CH:14][CH:13]=2)=[CH:7][C:5]=1[NH2:6])([O-:3])=[O:2].[OH-].[K+].Cl[O-].[Na+]>>[O:11]([C:8]1[CH:9]=[CH:10][C:4]2=[N+:1]([O-:3])[O:2][N:6]=[C:5]2[CH:7]=1)[C:12]1[CH:17]=[CH:16][CH:15]=[CH:14][CH:13]=1 |f:1.2,3.4|. Procedure details: Following the procedure of Example 4, N-methylcarbonyl 2-nitro-5-fluoroaniline (1.0 g, 5.1 mmol), phenol (0.47 g, 5.1 mmol) and potassium carbonate (1.4 g, 10.2 mmol) are reacted together to give N-methylcarbonyl 2-nitro-5-phenoxyaniline, 1.2 g of which is then reacted with 20% hydrochloric acid (50 ml) to give 2-nitro-5-phenoxyaniline. The 2-nitro-5-phenoxyaniline (0.9 g, 3.9 mmol) is reacted with potassium hydroxide (0.2 g, 3.9 mmol) and sodium hypochlorite (11 ml of 5.2% solution, 0.6 g, 7.8 ...